Dataset: the Open Reaction Database (ORD), a public repository of structured organic reaction records. Task: describe an organic reaction: reactants, conditions, products, and yield Reactants: C(C)(C)(C)C1=C(C(=CC(=C1)C)C(C)(C)C)O (2,6-di-t-butyl-4-methyl phenol), BrN1C(CCC1=O)=O (N-bromosuccinimide). Run in C(Cl)(Cl)(Cl)Cl (carbon tetrachloride). Conditions: time 1.5 hour. The product is C(C)(C)(C)C1=C(C(=CC(=C1)CBr)C(C)(C)C)O (2,6-di-t-butyl-4-bromomethyl phenol). RXN SMILES: [C:1]([C:5]1[CH:10]=[C:9]([CH3:11])[CH:8]=[C:7]([C:12]([CH3:15])([CH3:14])[CH3:13])[C:6]=1[OH:16])([CH3:4])([CH3:3])[CH3:2].[Br:17]N1C(=O)CCC1=O>C(Cl)(Cl)(Cl)Cl>[C:12]([C:7]1[CH:8]=[C:9]([CH2:11][Br:17])[CH:10]=[C:5]([C:1]([CH3:4])([CH3:3])[CH3:2])[C:6]=1[OH:16])([CH3:15])([CH3:14])[CH3:13]. Procedure details: A mixture of 1 g of 2,6-di-t-butyl-4-methyl phenol, 0.9 g of N-bromosuccinimide and 40 ml of carbon tetrachloride was boiled for 1.5 hours. Succinimide was removed by filtration, and the resulting organic solution was evaporated to give a viscous liquid with the following 1H NMR spectrum (CDCl3, ppm from TMS): 7.05 ppm (s, ArH, 2), 5,15 ppm (s, OH, 1), 4.35 ppm (s, CH2Br, 2) and 1.3 ppm (s, CH3, 18).